Dataset: the Open Reaction Database (ORD), a public repository of structured organic reaction records. Task: describe an organic reaction: reactants, conditions, products, and yield Reactants: CCCC[SnH](CCCC)CCCC, C#CCNC(=O)OC(C)(C)C, C1CCOC1, [Li]CCCC, [Cl-], ClCCl, N#C[Cu]C#N, [NH4+], [NH4+], [OH-]. Product: C=CCNC(=O)OC(C)(C)C. As a reaction SMILES: [CH2:11]([SnH:12]([CH2:13][CH2:14][CH2:15][CH3:16])[CH2:17][CH2:18][CH2:19][CH3:20])[CH2:21][CH2:22][CH3:23].[CH2:24]([C:25]#[CH:26])[NH:27][C:28]([O:29][C:30]([CH3:31])([CH3:32])[CH3:33])=[O:34].[CH2:39]1[O:40][CH2:41][CH2:42][CH2:43]1.[CH2:6]([Li:7])[CH2:8][CH2:9][CH3:10].[Cl-:35].[Cl:44][CH2:45][Cl:46].[Cu:1]([C:2]#[N:3])[C:4]#[N:5].[NH4+:36].[NH4+:37].[OH-:38]>>[CH2:24]([CH:25]=[CH2:26])[NH:27][C:28]([O:29][C:30]([CH3:31])([CH3:32])[CH3:33])=[O:34]. Reactants: CC(C)O, [H][H], N#CCCCC#Cc1cccnc1. Yields the product N#CCCCCCc1cccnc1. Reaction SMILES: [CH3:16][CH:17]([OH:18])[CH3:19].[H:14][H:15].[n:1]1[cH:2][c:3]([C:7]#[C:8][CH2:9][CH2:10][CH2:11][C:12]#[N:13])[cH:4][cH:5][cH:6]1>>[n:1]1[cH:2][c:3]([CH2:7][CH2:8][CH2:9][CH2:10][CH2:11][C:12]#[N:13])[cH:4][cH:5][cH:6]1. Product: C(C)C1(C(OCC2=C1C=C1C=3N=C4C(=C(C3CN1C2=O)CC[Si](CCCOC(=O)C=2OC=CC2)(C)C)C=CC=C4)=O)O (Furan-2-carboxylic acid 3-{[2-(4-ethyl-4-hydroxy-3,13-dioxo-3,4,12,13-tetrahydro-1H-2-oxa-6,12a-diaza-dibenzo[b,h]fluoren-11-yl)-ethyl]-dimethyl-silanyl}-propyl ester). The reagents and catalysts are [Pd] (palladium on carbon). Procedure details: A mixture of Compound 56 (180 mg, 0.25 mmol), 10% palladium on carbon (36 mg, 20%) in 6 mL of ethanol was hydrogenated for 18 hours at a balloon pressure of hydrogen at 21° C. The catalyst was removed by filtration over celite and the filtrate was evaporated to give a crude product, which was chromatographed to give the desired product. As a reaction SMILES: C(OC([O:11][C:12]1([CH2:51][CH3:52])[C:17]2[CH:18]=[C:19]3[N:27]([C:28](=[O:29])[C:16]=2[CH2:15][O:14][C:13]1=[O:50])[CH2:26][C:25]1[C:24]([CH2:30][CH2:31][Si:32]([CH3:45])([CH3:44])[CH2:33][CH2:34][CH2:35][O:36][C:37]([C:39]2[O:40][CH:41]=[CH:42][CH:43]=2)=[O:38])=[C:23]2[CH:46]=[CH:47][CH:48]=[CH:49][C:22]2=[N:21][C:20]3=1)=O)C1C=CC=CC=1.[H][H]>[Pd].C(O)C>[CH2:51]([C:12]1([OH:11])[C:17]2[CH:18]=[C:19]3[N:27]([C:28](=[O:29])[C:16]=2[CH2:15][O:14][C:13]1=[O:50])[CH2:26][C:25]1[C:24]([CH2:30][CH2:31][Si:32]([CH3:45])([CH3:44])[CH2:33][CH2:34][CH2:35][O:36][C:37]([C:39]2[O:40][CH:41]=[CH:42][CH:43]=2)=[O:38])=[C:23]2[CH:46]=[CH:47][CH:48]=[CH:49][C:22]2=[N:21][C:20]3=1)[CH3:52]. The reactants are C(C1=CC=CC=C1)OC(=O)OC1(C(OCC2=C1C=C1C=3N=C4C(=C(C3CN1C2=O)CC[Si](CCCOC(=O)C=2OC=CC2)(C)C)C=CC=C4)=O)CC (Furan-2-carboxylic acid 3-{[2-(4-benzyloxycarbonyloxy-4-ethyl-3,13-dioxo-3,4,12,13-tetrahydro-1H-2-oxa-6,12a-diaza-dibenzo[b,h]fluoren-11-yl)-ethyl]-dimethyl-silanyl}-propyl ester), [H][H] (hydrogen). The solvent is C(C)O (ethanol). Starting materials: CCOC(=O)c1cc(Cl)n2nc(-c3ccccc3)cc2n1, CCOC(=O)c1ccn2nccc2n1. Yields the product CCOC(=O)c1ccn2nc(-c3ccccc3)cc2n1. RXN SMILES: [CH2:1]([CH3:2])[O:3][C:4](=[O:5])[c:6]1[n:7][c:8]2[n:9]([c:10]([Cl:12])[cH:11]1)[n:13][c:14](-[c:16]1[cH:17][cH:18][cH:19][cH:20][cH:21]1)[cH:15]2.[CH2:22]([O:23][C:24]([c:25]1[cH:26][cH:27][n:28]2[n:29][cH:30][cH:31][c:32]2[n:33]1)=[O:34])[CH3:35]>>[CH2:1]([CH3:2])[O:3][C:4](=[O:5])[c:6]1[n:7][c:8]2[n:9]([cH:10][cH:11]1)[n:13][c:14](-[c:16]1[cH:17][cH:18][cH:19][cH:20][cH:21]1)[cH:15]2.